Dataset: the Open Reaction Database (ORD), a public repository of structured organic reaction records. Task: describe an organic reaction: reactants, conditions, products, and yield Starting materials: Cl.N1CCC(CC1)OC1=CC(=C(C=C1)CC(=O)N1CCC(CC1)N1C(OCC2=C1C=CC=C2)=O)OCC(F)(F)F (1-(1-(4-(4-piperidinyloxy)-2-(2,2,2-trifluoroethoxy)phenylacetyl)piperidin-4-yl)-4H-3,1-benzoxazin-2(1H)-one hydrochloride), C(C)(=O)[O-].[Na+] (sodium acetate), C(C)(=O)O (acetic acid), C1(CC1)C=O (cyclopropane carboxaldehyde), [BH3-]C#N.[Na+] (NaBH3CN). The solvent is Cl (HCl), CO (MeOH), CO (MeOH). Conditions: time 30 minute. Product: hydrochloride salt, C1(CC1)CN1CCC(CC1)OC1=CC(=C(C=C1)CC(=O)N1CCC(CC1)N1C(OCC2=C1C=CC=C2)=O)OCC(F)(F)F (1-(1-(4-(1-cyclopropylmethyl-4-piperidinyloxy)-2-(2,2,2-trifluoro-ethoxy)phenylacetyl)piperidin-4-yl)-4H-3,1-benzoxazin-2(1H)-one). RXN SMILES: Cl.[NH:2]1[CH2:7][CH2:6][CH:5]([O:8][C:9]2[CH:14]=[CH:13][C:12]([CH2:15][C:16]([N:18]3[CH2:23][CH2:22][CH:21]([N:24]4[C:29]5[CH:30]=[CH:31][CH:32]=[CH:33][C:28]=5[CH2:27][O:26][C:25]4=[O:34])[CH2:20][CH2:19]3)=[O:17])=[C:11]([O:35][CH2:36][C:37]([F:40])([F:39])[F:38])[CH:10]=2)[CH2:4][CH2:3]1.C([O-])(=O)C.[Na+].C(O)(=O)C.[CH:50]1([CH:53]=O)[CH2:52][CH2:51]1.[BH3-]C#N.[Na+]>CO.Cl>[CH:50]1([CH2:53][N:2]2[CH2:3][CH2:4][CH:5]([O:8][C:9]3[CH:14]=[CH:13][C:12]([CH2:15][C:16]([N:18]4[CH2:23][CH2:22][CH:21]([N:24]5[C:29]6[CH:30]=[CH:31][CH:32]=[CH:33][C:28]=6[CH2:27][O:26][C:25]5=[O:34])[CH2:20][CH2:19]4)=[O:17])=[C:11]([O:35][CH2:36][C:37]([F:40])([F:38])[F:39])[CH:10]=3)[CH2:6][CH2:7]2)[CH2:52][CH2:51]1 |f:0.1,2.3,6.7|. Procedure details: To a solution of 1-(1-(4-(4-piperidinyloxy)-2-(2,2,2-trifluoroethoxy)phenylacetyl)piperidin-4-yl)-4H-3,1-benzoxazin-2(1H)-one hydrochloride (0.30 g, 0.5 mmol) from Example 2 in MeOH (7.5 mL) was added sodium acetate (82 mg, 1.0 mmol), acetic acid (0.10 mL, 1.7 mmol), and cyclopropane carboxaldehyde (75 mg, 1.1 mmol). The mixture was stirred at ambient temperature for 30 min and NaBH3CN (61 mg, 1.0 mmol) was added. The solution was stirred for 18 h and the solvent was removed under reduced pressu... Reactants: C(C)(C)(C)OC(=O)N1C(=CC=C1)C1=CC2=C(NC(OC2(C)C)=O)C=C1 (2-(4,4-dimethyl-2-oxo-1,4-dihydro-2H-benzo[d][1,3]oxazin-6-yl)-pyrrole-1-carboxylic acid tert-butyl ester), [N-]=C=O.ClS(=O)(=O)Cl (chlorosulfone isocyanate), O (water), CN(C)C=O (DMF). Run in C1CCOC1 (THF). Reaction conditions: time 90 minute. Yields the product C(C)(C)(C)OC(=O)N1C(=CC=C1C#N)C1=CC2=C(NC(OC2(C)C)=O)C=C1 (2-(4,4-dimethyl-2-oxo-1,4-dihydro-2H-benzo[d][1,3]oxazin-6-yl)-5-cyano-pyrrole-1-carboxylic acid tert-butyl ester). The yield is 51.6%. RXN SMILES: [C:1]([O:5][C:6]([N:8]1[CH:12]=[CH:11][CH:10]=[C:9]1[C:13]1[CH:25]=[CH:24][C:16]2[NH:17][C:18](=[O:23])[O:19][C:20]([CH3:22])([CH3:21])[C:15]=2[CH:14]=1)=[O:7])([CH3:4])([CH3:3])[CH3:2].[N-:26]=[C:27]=O.ClS(Cl)(=O)=O.CN(C=O)C.O>C1COCC1>[C:1]([O:5][C:6]([N:8]1[C:12]([C:27]#[N:26])=[CH:11][CH:10]=[C:9]1[C:13]1[CH:25]=[CH:24][C:16]2[NH:17][C:18](=[O:23])[O:19][C:20]([CH3:22])([CH3:21])[C:15]=2[CH:14]=1)=[O:7])([CH3:4])([CH3:2])[CH3:3] |f:1.2|. Reported procedure: To a solution of 2-(4,4-dimethyl-2-oxo-1,4-dihydro-2H-benzo[d][1,3]oxazin-6-yl)-pyrrole-1-carboxylic acid tert-butyl ester (2.0 g, 5.8 mmol) in THF (anhydrous, 50 mL) at −78° C. was added chlorosulfone isocyanate (0.66 mL, 6.7 mmol). After 90 min, DMF (9 mL, 116 mmol) was added and the reaction was allowed to warm to room temperature. The reaction mixture was poured into water (50 mL) and extracted with ethyl acetate (2×50 mL). The organic layers were combined, washed with brine (50 mL), dried o... The reactants are ClC(Cl)(Cl)Cl, CC1CN(C2(C)CCN(C(=O)OC(C)(C)C)CC2)CCN1, O=C1C=Cc2ccc(C(F)(F)F)cc21. Yields the product CC1CN(C2(C)CCN(C(=O)OC(C)(C)C)CC2)CCN1C1CC(=O)c2cc(C(F)(F)F)ccc21. Reaction SMILES: [C:36]([Cl:37])([Cl:38])([Cl:39])[Cl:40].[CH3:15][C:16]1([N:29]2[CH2:30][CH:31]([CH3:35])[NH:32][CH2:33][CH2:34]2)[CH2:17][CH2:18][N:19]([C:22](=[O:23])[O:24][C:25]([CH3:26])([CH3:27])[CH3:28])[CH2:20][CH2:21]1.[F:1][C:2]([c:3]1[cH:4][cH:5][c:6]2[c:10]([cH:11]1)[C:9](=[O:12])[CH:8]=[CH:7]2)([F:13])[F:14]>>[F:1][C:2]([c:3]1[cH:4][cH:5][c:6]2[c:10]([cH:11]1)[C:9](=[O:12])[CH2:8][CH:7]2[N:32]1[CH:31]([CH3:35])[CH2:30][N:29]([C:16]2([CH3:15])[CH2:17][CH2:18][N:19]([C:22](=[O:23])[O:24][C:25]([CH3:26])([CH3:27])[CH3:28])[CH2:20][CH2:21]2)[CH2:34][CH2:33]1)([F:13])[F:14]. Starting materials: Clc1ncc(Br)cn1, [Li]CCCC, CC(=O)O, CO, CCOCC, CCOC(C)=O, N#CC1=C(C#N)C(=O)C(Cl)=C(Cl)C1=O, [Na+], C1CCOC1, [OH-], c1ccc2sccc2c1. The product is Clc1ncc(Br)c(-c2cc3ccccc3s2)n1. RXN SMILES: [Br:15][c:16]1[cH:17][n:18][c:19]([Cl:22])[n:20][cH:21]1.[CH2:1]([Li:2])[CH2:3][CH2:4][CH3:5].[CH3:23][C:24](=[O:25])[OH:26].[CH3:27][OH:28].[CH3:45][CH2:46][O:47][CH2:48][CH3:49].[CH3:55][CH2:56][O:57][C:58](=[O:59])[CH3:60].[Cl:29][C:30]1=[C:41]([Cl:42])[C:39](=[O:40])[C:36]([C:37]#[N:38])=[C:33]([C:34]#[N:35])[C:31]1=[O:32].[Na+:44].[O:50]1[CH2:51][CH2:52][CH2:53][CH2:54]1.[OH-:43].[s:6]1[cH:7][cH:8][c:9]2[c:10]1[cH:11][cH:12][cH:13][cH:14]2>>[s:6]1[c:7](-[c:17]2[c:16]([Br:15])[cH:21][n:20][c:19]([Cl:22])[n:18]2)[cH:8][c:9]2[c:10]1[cH:11][cH:12][cH:13][cH:14]2.